From a dataset of the Open Reaction Database (ORD), a public repository of structured organic reaction records. describe an organic reaction: reactants, conditions, products, and yield Starting materials: Cl.OC(CN(CC1=CC=CC=C1)CC(C)C)C(CC(C)C)NC(OC(C)(C)C)=O (1-[(RS)-1-Hydroxy-2-[(2-methylpropyl)(phenylmethyl)amino]ethyl]-3-methylbutylcarbamic acid, 1,1-dimethylethyl ester, hydrochloride), Cl (hydrochloric acid). The reagents and catalysts are [OH-].[OH-].[Pd+2] (palladium hydroxide on carbon). Run in CO (methanol). Yields the product Cl.OC(CNCC(C)C)[C@H](CC(C)C)NC(OC(C)(C)C)=O ([(S)-1-[1-Hydroxy-2-[(2-methylpropyl)amino]ethyl]-3-methylbutyl]carbamic acid, 1,1-dimethylethyl ester, hydrochloride). As a reaction SMILES: [ClH:1].[OH:2][CH:3]([CH:17]([NH:22][C:23](=[O:29])[O:24][C:25]([CH3:28])([CH3:27])[CH3:26])[CH2:18][CH:19]([CH3:21])[CH3:20])[CH2:4][N:5](CC(C)C)[CH2:6][C:7]1[CH:12]=CC=C[CH:8]=1.Cl>CO.[OH-].[OH-].[Pd+2]>[ClH:1].[OH:2][CH:3]([C@@H:17]([NH:22][C:23](=[O:29])[O:24][C:25]([CH3:28])([CH3:26])[CH3:27])[CH2:18][CH:19]([CH3:20])[CH3:21])[CH2:4][NH:5][CH2:6][CH:7]([CH3:12])[CH3:8] |f:0.1,4.5.6,7.8|. Reported procedure: 1-[(RS)-1-Hydroxy-2-[(2-methylpropyl)(phenylmethyl)amino]ethyl]-3-methylbutylcarbamic acid, 1,1-dimethylethyl ester, hydrochloride (1.67 g, 4.25 mmol) was dissolved in methanol (50 ml) and hydrochloric acid (1N, 4.25 ml) was added. The solution was stirred under an atmosphere of hydrogen in the presence of palladium hydroxide on carbon catalyst (0.36 g) for two hours. It was filtered through Hyflo and concentrated to dryness in vacuo (1.31 g). Reactants: CN1CCN(CCC1)C1=NC=2N(C=C1)N=CC2C=O (5-(4-methyl-1,4-diazepan-1-yl)pyrazolo[1,5-a]pyrimidine-3-carbaldehyde), S1C(NC(C1)=O)=O (2,4-thiazolidinedione), N1CCCCC1 (piperidine). Run in CCO (EtOH). Conditions: temperature 70 celsius. Yields the product CN1CCN(CCC1)C1=NC=2N(C=C1)N=CC2C=C2C(NC(S2)=O)=O (5-((5-(4-methyl-1,4-diazepan-1-yl)pyrazolo[1,5-a]pyrimidin-3-yl)methylene)thiazolidine-2,4-dione). RXN SMILES: [CH3:1][N:2]1[CH2:8][CH2:7][CH2:6][N:5]([C:9]2[CH:14]=[CH:13][N:12]3[N:15]=[CH:16][C:17]([CH:18]=O)=[C:11]3[N:10]=2)[CH2:4][CH2:3]1.[S:20]1[CH2:24][C:23](=[O:25])[NH:22][C:21]1=[O:26].N1CCCCC1>CCO>[CH3:1][N:2]1[CH2:8][CH2:7][CH2:6][N:5]([C:9]2[CH:14]=[CH:13][N:12]3[N:15]=[CH:16][C:17]([CH:18]=[C:24]4[S:20][C:21](=[O:26])[NH:22][C:23]4=[O:25])=[C:11]3[N:10]=2)[CH2:4][CH2:3]1. Reported procedure: To 5-(4-methyl-1,4-diazepan-1-yl)pyrazolo[1,5-a]pyrimidine-3-carbaldehyde (36 mg, 0.138 mmol) in EtOH was added 2,4-thiazolidinedione (16 mg, 0.138 mmol) and piperidine (14 μL, 0.138 mmol). The mixture was heated at 70° C. and purified by HPLC to yield 5-((5-(4-methyl-1,4-diazepan-1-yl)pyrazolo[1,5-a]pyrimidin-3-yl)methylene)thiazolidine-2,4-dione. LCMS (M+1=359)